From a dataset of the Open Reaction Database (ORD), a public repository of structured organic reaction records. describe an organic reaction: reactants, conditions, products, and yield Starting materials: O=C([O-])[O-], Brc1cccnc1OCc1ccccc1, CCO, Cc1ccccc1, COC(=O)c1ccc2c(C3CCCCC3)c(B3OC(C)(C)C(C)(C)O3)[nH]c2c1, [Cl-], [Li+], [Na+], [Na+], c1ccc(P(c2ccccc2)(c2ccccc2)[Pd](P(c2ccccc2)(c2ccccc2)c2ccccc2)(P(c2ccccc2)(c2ccccc2)c2ccccc2)P(c2ccccc2)(c2ccccc2)c2ccccc2)cc1. Product: COC(=O)c1ccc2c(C3CCCCC3)c(-c3cccnc3OCc3ccccc3)[nH]c2c1. As a reaction SMILES: [C:1](=[O:2])([O-:3])[O-:4].[CH2:35]([c:36]1[cH:37][cH:38][cH:39][cH:40][cH:41]1)[O:42][c:43]1[n:44][cH:45][cH:46][cH:47][c:48]1[Br:49].[CH3:52][CH2:53][OH:54].[CH3:55][c:56]1[cH:57][cH:58][cH:59][cH:60][cH:61]1.[CH:7]1([c:13]2[c:14]([B:26]3[O:27][C:28]([CH3:29])([CH3:30])[C:31]([CH3:32])([CH3:33])[O:34]3)[nH:15][c:16]3[cH:17][c:18]([C:22](=[O:23])[O:24][CH3:25])[cH:19][cH:20][c:21]23)[CH2:8][CH2:9][CH2:10][CH2:11][CH2:12]1.[Cl-:50].[Li+:51].[Na+:5].[Na+:6].[cH:62]1[cH:63][cH:64][c:65]([P:66]([Pd:67]([P:68]([c:69]2[cH:70][cH:71][cH:72][cH:73][cH:74]2)([c:75]2[cH:76][cH:77][cH:78][cH:79][cH:80]2)[c:81]2[cH:82][cH:83][cH:84][cH:85][cH:86]2)([P:87]([c:88]2[cH:89][cH:90][cH:91][cH:92][cH:93]2)([c:94]2[cH:95][cH:96][cH:97][cH:98][cH:99]2)[c:100]2[cH:101][cH:102][cH:103][cH:104][cH:105]2)[P:106]([c:107]2[cH:108][cH:109][cH:110][cH:111][cH:112]2)([c:113]2[cH:114][cH:115][cH:116][cH:117][cH:118]2)[c:119]2[cH:120][cH:121][cH:122][cH:123][cH:124]2)([c:125]2[cH:126][cH:127][cH:128][cH:129][cH:130]2)[c:131]2[cH:132][cH:133][cH:134][cH:135][cH:136]2)[cH:137][cH:138]1>>[CH:7]1([c:13]2[c:14](-[c:48]3[c:43]([O:42][CH2:35][c:36]4[cH:37][cH:38][cH:39][cH:40][cH:41]4)[n:44][cH:45][cH:46][cH:47]3)[nH:15][c:16]3[cH:17][c:18]([C:22](=[O:23])[O:24][CH3:25])[cH:19][cH:20][c:21]23)[CH2:8][CH2:9][CH2:10][CH2:11][CH2:12]1. Starting materials: NC=1C=C2C(N(C(C2=CC1)=O)CC(=O)OCC1=CC=CC=C1)=O (benzyl 2-(5-amino-1,3-dioxoisoindolin-2-yl)acetate), CS(=O)(=O)Cl (methanesulfonyl chloride). Solvent: N1=CC=CC=C1 (pyridine). Reaction conditions: time 3 hour. The product is CS(=O)(=O)NC=1C=C2C(N(C(C2=CC1)=O)CC(=O)OCC1=CC=CC=C1)=O (benzyl 2-(5-(methylsulfonamido)-1,3-dioxoisoindolin-2-yl)acetate). Yield: 87.9%. As a reaction SMILES: [NH2:1][C:2]1[CH:3]=[C:4]2[C:8](=[CH:9][CH:10]=1)[C:7](=[O:11])[N:6]([CH2:12][C:13]([O:15][CH2:16][C:17]1[CH:22]=[CH:21][CH:20]=[CH:19][CH:18]=1)=[O:14])[C:5]2=[O:23].[CH3:24][S:25](Cl)(=[O:27])=[O:26]>N1C=CC=CC=1>[CH3:24][S:25]([NH:1][C:2]1[CH:3]=[C:4]2[C:8](=[CH:9][CH:10]=1)[C:7](=[O:11])[N:6]([CH2:12][C:13]([O:15][CH2:16][C:17]1[CH:18]=[CH:19][CH:20]=[CH:21][CH:22]=1)=[O:14])[C:5]2=[O:23])(=[O:27])=[O:26]. Procedure: To a solution of benzyl 2-(5-amino-1,3-dioxoisoindolin-2-yl)acetate (1.0 g, 3.22 mmol) in pyridine (8 ml) cooled to 0° C., methanesulfonyl chloride (0.377 ml, 4.83 mmol) was added drop wise, and the resulting mixture was stirred at room temperature for 3 hours. The solvent was removed under vacuum and the residue was partitioned between 2N HCl and DCM; the aqueous phase was extracted with DCM and the combined organic layers were dried over Na2SO4 and evaporated to dryness. The crude was triturat... The reactants are CCCCCCCCCCCCCC(=O)OC(CCCCCCCCCCC)CC(=O)O, CC(C)(C)OC(=O)CNCCO, ClCCCl, CI. Product: CCCCCCCCCCCCCC(=O)OC(CCCCCCCCCCC)CC(=O)N(CCO)CC(=O)OC(C)(C)C. RXN SMILES: [C:13]([CH2:14][CH2:15][CH2:16][CH2:17][CH2:18][CH2:19][CH2:20][CH2:21][CH2:22][CH2:23][CH2:24][CH2:25][CH3:26])(=[O:27])[O:28][CH:29]([CH2:30][C:31](=[O:32])[OH:33])[CH2:34][CH2:35][CH2:36][CH2:37][CH2:38][CH2:39][CH2:40][CH2:41][CH2:42][CH2:43][CH3:44].[C:1]([CH3:2])([CH3:3])([CH3:4])[O:5][C:6]([CH2:7][NH:8][CH2:9][CH2:10][OH:11])=[O:12].[CH2:45]([Cl:46])[CH2:47][Cl:48].[CH3:49][I:50]>>[C:1]([CH3:2])([CH3:3])([CH3:4])[O:5][C:6]([CH2:7][N:8]([CH2:9][CH2:10][OH:11])[C:31]([CH2:30][CH:29]([O:28][C:13]([CH2:14][CH2:15][CH2:16][CH2:17][CH2:18][CH2:19][CH2:20][CH2:21][CH2:22][CH2:23][CH2:24][CH2:25][CH3:26])=[O:27])[CH2:34][CH2:35][CH2:36][CH2:37][CH2:38][CH2:39][CH2:40][CH2:41][CH2:42][CH2:43][CH3:44])=[O:32])=[O:12]. Starting materials: C1(=CC=CC=C1)C=1OC2=C(C1)C=CC=C2C(=O)O (2-phenylbenzofuran-7-carboxylic acid). The reagents and catalysts are [Pt]=O (platinum oxide). Solvent: CO (methanol), O1CCCC1 (tetrahydrofuran). Product: C1(CCCCC1)C=1OC2=C(C1)C=CC=C2C(=O)O (2-cyclohexylbenzofuran-7-carboxylic acid). Yield: 60.1%. As a reaction SMILES: [C:1]1([C:7]2[O:8][C:9]3[C:15]([C:16]([OH:18])=[O:17])=[CH:14][CH:13]=[CH:12][C:10]=3[CH:11]=2)[CH:6]=[CH:5][CH:4]=[CH:3][CH:2]=1>CO.O1CCCC1.[Pt]=O>[CH:1]1([C:7]2[O:8][C:9]3[C:15]([C:16]([OH:18])=[O:17])=[CH:14][CH:13]=[CH:12][C:10]=3[CH:11]=2)[CH2:2][CH2:3][CH2:4][CH2:5][CH2:6]1. Procedure: 2.5 g of 2-phenylbenzofuran-7-carboxylic acid is dissolved in a mixture of 80 ml of methanol and 16 ml of tetrahydrofuran and 0.5 g of platinum oxide is added to the solution. The mixture is subjected to catalytic hydrogenation under atmospheric pressure. The reaction mixture is filtered and the filtrate is evaporated to remove solvent. The residue is purified by silica gel column chromatography (solvent; chloroform:methanol=20:1) to give 1.54 g of 2-cyclohexylbenzofuran-7-carboxylic acid as col...